Dataset: the Open Reaction Database (ORD), a public repository of structured organic reaction records. Task: describe an organic reaction: reactants, conditions, products, and yield Product: CC(C)Nc1ncnc2cscc12. As a reaction SMILES: [CH2:15]([OH:16])[CH3:17].[CH3:19][C:20](=[O:21])[OH:22].[Cl:1][c:2]1[n:3][c:4]([NH:11][CH:12]([CH3:13])[CH3:14])[c:5]2[c:6]([n:7]1)[cH:8][s:9][cH:10]2.[Zn:18]>>[cH:2]1[n:3][c:4]([NH:11][CH:12]([CH3:13])[CH3:14])[c:5]2[c:6]([n:7]1)[cH:8][s:9][cH:10]2. Starting materials: CCO, CC(=O)O, CC(C)Nc1nc(Cl)nc2cscc12, [Zn]. Starting materials: C1(=CC=CC=C1)C1=NN2C(C=CC=C2)=C1C=CC(=O)N1[C@H](CCCC1)CCO ((2R)-1-[3-(2-phenylpyrazolo[1,5-a]pyridin-3-yl)acryloyl]-2-(2-hydroxyethyl)piperidine), CS(=O)C (dimethyl sulfoxide), C(C(=O)Cl)(=O)Cl (oxalyl dichloride), [Cl-].[NH4+] (ammonium chloride). Solvent: C(Cl)Cl (methylene chloride), C(C)N(CC)CC (Triethylamine), C(Cl)Cl (methylene chloride), C(Cl)Cl (methylene chloride). Conditions: temperature -45 celsius, time 10 minute. Yields the product C1(=CC=CC=C1)C1=NN2C(C=CC=C2)=C1C=CC(=O)N1[C@H](CCCC1)CC=O ((2R)-1-[3-(2-phenylpyrazolo[1,5-a]pyridin-3-yl)acryloyl]-2-(formylmethyl)piperidine). Yield: 38.4%. RXN SMILES: CS(C)=O.C(Cl)(=O)C(Cl)=O.[C:11]1([C:17]2[C:25]([CH:26]=[CH:27][C:28]([N:30]3[CH2:35][CH2:34][CH2:33][CH2:32][C@@H:31]3[CH2:36][CH2:37][OH:38])=[O:29])=[C:20]3[CH:21]=[CH:22][CH:23]=[CH:24][N:19]3[N:18]=2)[CH:16]=[CH:15][CH:14]=[CH:13][CH:12]=1.[Cl-].[NH4+]>C(Cl)Cl.C(N(CC)CC)C>[C:11]1([C:17]2[C:25]([CH:26]=[CH:27][C:28]([N:30]3[CH2:35][CH2:34][CH2:33][CH2:32][C@@H:31]3[CH2:36][CH:37]=[O:38])=[O:29])=[C:20]3[CH:21]=[CH:22][CH:23]=[CH:24][N:19]3[N:18]=2)[CH:12]=[CH:13][CH:14]=[CH:15][CH:16]=1 |f:3.4|. Procedure: A solution of dimethyl sulfoxide (202 mg) in methylene chloride (1.0 ml) was added dropwise to a solution of oxalyl dichloride (247 mg) in methylene chloride (10 ml) over 5 minutes at -78° C. After 10 minutes, a solution of (2R)-1-[3-(2-phenylpyrazolo[1,5-a]pyridin-3-yl)acryloyl]-2-(2-hydroxyethyl)piperidine (trans isomer) (364 mg) in methylene chloride (3.4 mg) was added dropwise over 10 minutes at -78° C. The solution was stirred at -78° C. for 20 minutes and at -45° C. for 1 hour. Triethylami... Solvent: O1CCOCC1 (dioxane). RXN SMILES: [C:1]([NH:11][C@H:12]([C:16]([O:18][CH2:19][CH:20]([CH2:25][O:26][C:27](=[O:43])[C@H:28]([CH:40]([CH3:42])[CH3:41])[NH:29][C:30]([O:32][CH2:33][C:34]1[CH:39]=[CH:38][CH:37]=[CH:36][CH:35]=1)=[O:31])[CH2:21][C:22]([OH:24])=[O:23])=[O:17])[CH:13]([CH3:15])[CH3:14])([O:3][CH2:4][C:5]1[CH:10]=[CH:9][CH:8]=[CH:7][CH:6]=1)=[O:2].[OH-].C([N+](CCCC)(CCCC)CCCC)CCC.[Cl:62][CH2:63]I>O1CCOCC1>[Cl:62][CH2:63][O:23][C:22](=[O:24])[CH2:21][CH:20]([CH2:25][O:26][C:27](=[O:43])[C@H:28]([CH:40]([CH3:42])[CH3:41])[NH:29][C:30]([O:32][CH2:33][C:34]1[CH:39]=[CH:38][CH:37]=[CH:36][CH:35]=1)=[O:31])[CH2:19][O:18][C:16](=[O:17])[C@H:12]([CH:13]([CH3:15])[CH3:14])[NH:11][C:1]([O:3][CH2:4][C:5]1[CH:6]=[CH:7][CH:8]=[CH:9][CH:10]=1)=[O:2] |f:1.2|. The reactants are [OH-].C(CCC)[N+](CCCC)(CCCC)CCCC (tetrabutylammonium hydroxide), C(=O)(OCC1=CC=CC=C1)N[C@@H](C(C)C)C(=O)OCC(CC(=O)O)COC([C@@H](NC(=O)OCC1=CC=CC=C1)C(C)C)=O (3,3-bis (N-CBz-L-valyloxymethyl)-propionic acid), ClCI (chloroiodomethane). Yields the product ClCOC(CC(COC([C@@H](NC(=O)OCC1=CC=CC=C1)C(C)C)=O)COC([C@@H](NC(=O)OCC1=CC=CC=C1)C(C)C)=O)=O (3,3-bis (N-CBz-L-valyloxymethyl)-propionic acid chloromethyl ester). Procedure details: 3,3-bis (N-CBz-L-valyloxymethyl)-propionic acid (3 g, 5 mmole) was dissolved in dioxane (20 ml). To the solution was added tetrabutylammonium hydroxide aqueous solution (40%, 3.11 ml, 4.8 mmole). The solution was dried in vacuo, and it was coevaporated with toluene several times. The residue was dissolved in methylene chloride (15 ml) and then chloroiodomethane (7.3 ml, 100 mmole) was added to the solution. The reaction solution was refluxed for 18 hr and then evaporated and the product was isol... The reactants are OC1=C(C(=O)O)C=C(C(=C1)C(=O)O)O (2,5-dihydroxyterephthalic acid), C([O-])([O-])=O.[Cs+].[Cs+] (cesium carbonate), CC(=O)C (acetone). Run in O (water). Product: OC1=C(C(=O)[O-])C=C(C(=C1)C(=O)[O-])O.[Cs+].[Cs+] (cesium 2,5-dihydroxyterephthalate). The yield is 200.0%. As a reaction SMILES: [OH:1][C:2]1[CH:10]=[C:9]([C:11]([OH:13])=[O:12])[C:8]([OH:14])=[CH:7][C:3]=1[C:4]([OH:6])=[O:5].C(=O)([O-])[O-].[Cs+:19].[Cs+].CC(C)=O>O>[OH:1][C:2]1[CH:10]=[C:9]([C:11]([O-:13])=[O:12])[C:8]([OH:14])=[CH:7][C:3]=1[C:4]([O-:6])=[O:5].[Cs+:19].[Cs+:19] |f:1.2.3,6.7.8|. Procedure: 0.5 mol of 2,5-dihydroxyterephthalic acid and 0.5 mol of cesium carbonate were added to 200 ml of acetone and 200 ml of water and dissolved therein by stirring. After completely dissolving, the resultant solution was concentrated to dryness to give 0.5 mol of cesium 2,5-dihydroxyterephthalate. 46.2 g (0.1 mol) of cesium 2,5-dihydroxyterephthalate, 38.62 g (0.2 mol) of bromooctane and 400 ml of DMF were introduced into a reactor and reacted under a nitrogen gas stream at 100° C. for 3 hours. The ... The reactants are CCCC1CCC(C2CC3(CC(=O)C3)C2)CC1, C1CCOC1, [Li]CCCC, C[Si](C)(C)C1SCCCS1, [Na+], O=C([O-])O. The product is CCCC1CCC(C2CC3(CC(=C4SCCCS4)C3)C2)CC1. As a reaction SMILES: [CH2:16]([CH2:17][CH3:18])[CH:19]1[CH2:20][CH2:21][CH:22]([CH:25]2[CH2:26][C:27]3([CH2:28][C:29](=[O:31])[CH2:30]3)[CH2:32]2)[CH2:23][CH2:24]1.[CH2:38]1[O:39][CH2:40][CH2:41][CH2:42]1.[CH3:11][CH2:12][CH2:13][CH2:14][Li:15].[CH3:1][Si:2]([CH:3]1[S:4][CH2:5][CH2:6][CH2:7][S:8]1)([CH3:9])[CH3:10].[Na+:33].[OH:34][C:35](=[O:36])[O-:37]>>[C:3]1(=[C:29]2[CH2:28][C:27]3([CH2:26][CH:25]([CH:22]4[CH2:21][CH2:20][CH:19]([CH2:16][CH2:17][CH3:18])[CH2:24][CH2:23]4)[CH2:32]3)[CH2:30]2)[S:4][CH2:5][CH2:6][CH2:7][S:8]1. Starting materials: CC=1C=CC=2C(N=C(N2)C)=CC1 (6-methyl-2-methylcycloheptimidazole), C1(=CC=CC=C1)OC (anisole), FC(S(=O)(=O)OC)(F)F (methyl trifluoromethanesulfonate). The solvent is C(C)(=O)OCC (ethyl acetate). Yields the product FC(S(=O)(=O)[O-])(F)F.CN1C([NH+]=C2C1=CC=C(C=C2)C)SC (3,6-dimethyl-2-methylthiocycloheptimidazolium trifluoromethanesulfonate). Reaction SMILES: [CH3:1][C:2]1[CH:3]=[CH:4][C:5]2[C:6](=[CH:11][CH:12]=1)[N:7]=[C:8](C)[N:9]=2.[C:13]1(OC)C=CC=CC=1.[F:21][C:22]([F:29])([F:28])[S:23]([O:26]C)(=[O:25])=[O:24]>C(OCC)(=O)C>[F:21][C:22]([F:29])([F:28])[S:23]([O-:26])(=[O:25])=[O:24].[CH3:13][N:7]1[C:6]2=[CH:11][CH:12]=[C:2]([CH3:1])[CH:3]=[CH:4][C:5]2=[NH+:9][CH:8]1[S:23][CH3:22] |f:4.5|. Procedure: 27 g of 6-methyl-2-methylcycloheptimidazole was added to 100 ml of anisole and stirred under cooling with ice. Next, 28 g of methyl trifluoromethanesulfonate was dropwise added and further everything was stirred under cooling with ice. After everything was stirred for 1 hour at room temperature, 200 ml of ethyl acetate was added, and the crystals precipitated were separated by filtration and dried. Starting materials: Cl, Cl, [Na+], [Na+], [Na+], O, N=C(CCl)N1CCC(=NO)C1, [O-]P([O-])([O-])=S. Yields the product Cl, N=C(CS)N1CCC(=NO)C1. As a reaction SMILES: [ClH:21].[ClH:9].[Na+:6].[Na+:7].[Na+:8].[OH2:22].[OH:10][N:11]=[C:12]1[CH2:13][N:14]([C:17]([CH2:18][Cl:19])=[NH:20])[CH2:15][CH2:16]1.[P:1]([O-:2])([O-:3])([O-:4])=[S:5]>>[ClH:19].[SH:5][CH2:18][C:17]([N:14]1[CH2:13][C:12](=[N:11][OH:10])[CH2:16][CH2:15]1)=[NH:20].